This data is from the Open Reaction Database (ORD), a public repository of structured organic reaction records. The task is: describe an organic reaction: reactants, conditions, products, and yield Reactants: ClCCCBr (1-chloro-3-bromopropane), CN1CS(C2=C1C=CC(=C2)CCNC)=O (3-methyl-6-[2-(N-methylamino)ethyl]benzothiazolinone), CN1CS(C2=C1C=CC(=C2)CCNCCC)=O (3-methyl-6- [2-(N-n-propylamino)ethyl]-benzothiazolinone). Yields the product CN1CS(C2=C1C=CC(=C2)CCN(CCCN)C)=O (3-methyl-6-{2-[N-methyl-N-(3-aminopropyl)amino]ethyl} benzothiazolinone). RXN SMILES: Cl[CH2:2]CCBr.[CH3:6][N:7]1[C:11]2[CH:12]=[CH:13][C:14]([CH2:16][CH2:17][NH:18][CH3:19])=[CH:15][C:10]=2[S:9](=[O:20])[CH2:8]1.C[N:22]1[C:26]2C=CC(CCNCCC)=C[C:25]=2S(=O)C1>>[CH3:6][N:7]1[C:11]2[CH:12]=[CH:13][C:14]([CH2:16][CH2:17][N:18]([CH3:2])[CH2:19][CH2:25][CH2:26][NH2:22])=[CH:15][C:10]=2[S:9](=[O:20])[CH2:8]1. Procedure details: Using the procedure described in Example 19, but replacing 1-chloro-2-bromoethane by 1-chloro-3-bromopropane and 3-methyl-6-[2-(N-methylamino)ethyl]benzothiazolinone by 3-methyl-6- [2-(N-n-propylamino)ethyl]-benzothiazolinone, 3-methyl-6-{2-[N-methyl-N-(3-aminopropyl)amino]ethyl} benzothiazolinone is obtained, which product is treated as in Example 20 with tosyl chloride to yield the product of the title. Reactants: product, CC1CCNCC1 (4-methylpiperidine), C([O-])([O-])=O.[K+].[K+] (potassium carbonate), [I-].[K+] (potassium iodide), BrCC1=CC=C(C=C1)CBr (α,α′-Dibromo-para-xylene), CC(=O)C=1C=CC(=CC1)O (4-hydroxyacetophenone), C([O-])([O-])=O.[K+].[K+] (potassium carbonate). Solvent: CC(=O)C (acetone), CC(=O)C (acetone). Yields the product C(C)(=O)C1=CC=C(OCC2=CC=C(C=C2)CN2CCC(CC2)C)C=C1 (α-(4-Acetylphenoxy)-α′-(4-methylpiperidino)p-xylol). Reaction SMILES: Br[CH2:2][C:3]1[CH:8]=[CH:7][C:6]([CH2:9]Br)=[CH:5][CH:4]=1.[CH3:11][C:12]([C:14]1[CH:15]=[CH:16][C:17]([OH:20])=[CH:18][CH:19]=1)=[O:13].C(=O)([O-])[O-].[K+].[K+].[CH3:27][CH:28]1[CH2:33][CH2:32][NH:31][CH2:30][CH2:29]1.[I-].[K+]>CC(C)=O>[C:12]([C:14]1[CH:19]=[CH:18][C:17]([O:20][CH2:2][C:3]2[CH:8]=[CH:7][C:6]([CH2:9][N:31]3[CH2:32][CH2:33][CH:28]([CH3:27])[CH2:29][CH2:30]3)=[CH:5][CH:4]=2)=[CH:16][CH:15]=1)(=[O:13])[CH3:11] |f:2.3.4,6.7|. Reported procedure: α,α′-Dibromo-para-xylene (30 mmol), 4-hydroxyacetophenone (20 mmol), and potassium carbonate (50 mmol) were refluxed in 50 ml of acetone for 12 hours. The solvent was removed under reduced pressure and the residue purified by column chromatography on silica gel (eluent: methylene chloride/petroleum ether/methanol (60/38/2)). The product (2 mmol), 4-methylpiperidine (6 mmol), potassium carbonate (8 mmol), and catalytic amounts of potassium iodide were refluxed in acetone for 12 hours. The solvent... Reactants: CC(C)CCON=O, CCOCC, CC#N, F[B-](F)(F)F, [H+], N#Cc1cc(Cl)c(N)c(Cl)c1. Product: F[B-](F)(F)F, N#Cc1cc(Cl)c([N+]#N)c(Cl)c1. As a reaction SMILES: [CH3:18][CH:19]([CH2:20][CH2:21][O:22][N:24]=[O:23])[CH3:25].[CH3:26][CH2:27][O:28][CH2:29][CH3:30].[CH3:31][C:32]#[N:33].[F:13][B-:14]([F:15])([F:16])[F:17].[H+:12].[NH2:1][c:2]1[c:3]([Cl:11])[cH:4][c:5]([C:6]#[N:7])[cH:8][c:9]1[Cl:10]>>[F:13][B-:14]([F:15])([F:16])[F:17].[N+:1]([c:2]1[c:3]([Cl:11])[cH:4][c:5]([C:6]#[N:7])[cH:8][c:9]1[Cl:10])#[N:24].